This data is from the Open Reaction Database (ORD), a public repository of structured organic reaction records. The task is: describe an organic reaction: reactants, conditions, products, and yield Starting materials: C1(CC1)C=1C(=CC2=C(C(=C(O2)C2=CC=C(C=C2)F)C(=O)NC)C1)NS(=O)(=O)C (5-cyclopropyl-2-(4-fluorophenyl)-N-methyl-6-(methylsulfonamido)benzofuran-3-carboxamide), FC=1C(=C(C(=O)OC)C=C(C1)F)[N+](=O)[O-] (methyl 3,5-difluoro-2-nitrobenzoate), C(=O)([O-])[O-].[Na+].[Na+] (Na2CO3). Run in CN(P(=O)(N(C)C)N(C)C)C (hexamethylphosphoramide), CCOC(=O)C (EtOAc). Run at time 8 hour. Yields the product C1(CC1)C=1C(=CC2=C(C(=C(O2)C2=CC=C(C=C2)F)C(NC)=O)C1)N(S(=O)(=O)C)C=1C=C(C(=C(C(=O)OC)C1)[N+](=O)[O-])F (methyl 5-(N-(5-cyclopropyl-2-(4-fluorophenyl)-3-(methylcarbamoyl)benzofuran-6-yl)methylsulfonamido)-3-fluoro-2-nitrobenzoate). The yield is 58.4%. Reaction SMILES: [CH:1]1([C:4]2[C:5]([NH:24][S:25]([CH3:28])(=[O:27])=[O:26])=[CH:6][C:7]3[O:11][C:10]([C:12]4[CH:17]=[CH:16][C:15]([F:18])=[CH:14][CH:13]=4)=[C:9]([C:19]([NH:21][CH3:22])=[O:20])[C:8]=3[CH:23]=2)[CH2:3][CH2:2]1.[F:29][C:30]1[C:31]([N+:41]([O-:43])=[O:42])=[C:32]([CH:37]=[C:38](F)[CH:39]=1)[C:33]([O:35][CH3:36])=[O:34].C([O-])([O-])=O.[Na+].[Na+]>CN(C)P(N(C)C)(N(C)C)=O.CCOC(C)=O>[CH:1]1([C:4]2[C:5]([N:24]([C:38]3[CH:39]=[C:30]([F:29])[C:31]([N+:41]([O-:43])=[O:42])=[C:32]([CH:37]=3)[C:33]([O:35][CH3:36])=[O:34])[S:25]([CH3:28])(=[O:27])=[O:26])=[CH:6][C:7]3[O:11][C:10]([C:12]4[CH:17]=[CH:16][C:15]([F:18])=[CH:14][CH:13]=4)=[C:9]([C:19](=[O:20])[NH:21][CH3:22])[C:8]=3[CH:23]=2)[CH2:3][CH2:2]1 |f:2.3.4|. Reported procedure: A mixture of 5-cyclopropyl-2-(4-fluorophenyl)-N-methyl-6-(methylsulfonamido)benzofuran-3-carboxamide (1.850 g, 4.60 mmol), methyl 3,5-difluoro-2-nitrobenzoate (1.996 g, 9.19 mmol) and Na2CO3 (1.462 g, 13.79 mmol) in hexamethylphosphoramide (25 mL) was stirred overnight at room temperature. The mixture was diluted with EtOAc and filtered through a pad of Celite®. The filtrate was washed with brine, dried over Na2SO4, concentrated and purified by silica gel chromatography (0-35% EtOAc in hexanes) ...